From a dataset of the Open Reaction Database (ORD), a public repository of structured organic reaction records. describe an organic reaction: reactants, conditions, products, and yield Reactants: C(C)(C)(C)OC(=O)N1[C@@H](C[C@@](C1)(C)F)C(=O)O ((2S,4R)-4-fluoro-4-methyl-pyrrolidine-1,2-dicarboxylic acid 1-tert-butyl ester), N[C@H](CCO)C1=C(C(=CC=C1)Cl)F ((R)-3-amino-3-(3-chloro-2-fluoro-phenyl)-propan-1-ol). Procedure: was prepared according to Scheme B9 (Step A) from (2S,4R)-4-fluoro-4-methyl-pyrrolidine-1,2-dicarboxylic acid 1-tert-butyl ester (prepared as described Scheme B18) and (R)-3-amino-3-(3-chloro-2-fluoro-phenyl)-propan-1-ol. TLC, Rf (EtOAc)=0.55; MS (UPLC/MS): 433.3 [M+H]+, 477.3 [M+HCOO]−; tR (HPLC conditions a): 3.26 min. Yields the product C(C)(C)(C)OC(=O)N1[C@@H](C[C@@](C1)(C)F)C(N[C@H](CCO)C1=C(C(=CC=C1)Cl)F)=O ((2S,4R)-2-[(R)-1-(3-Chloro-2-fluoro-phenyl)-3-hydroxy-propylcarbamoyl]-4-fluoro-4-methyl-pyrrolidine-1-carboxylic acid tert-butyl ester). The solvent is CCOC(=O)C (EtOAc). As a reaction SMILES: [C:1]([O:5][C:6]([N:8]1[CH2:12][C@@:11]([F:14])([CH3:13])[CH2:10][C@H:9]1[C:15]([OH:17])=O)=[O:7])([CH3:4])([CH3:3])[CH3:2].[NH2:18][C@@H:19]([C:23]1[CH:28]=[CH:27][CH:26]=[C:25]([Cl:29])[C:24]=1[F:30])[CH2:20][CH2:21][OH:22]>CCOC(C)=O>[C:1]([O:5][C:6]([N:8]1[CH2:12][C@@:11]([F:14])([CH3:13])[CH2:10][C@H:9]1[C:15](=[O:17])[NH:18][C@@H:19]([C:23]1[CH:28]=[CH:27][CH:26]=[C:25]([Cl:29])[C:24]=1[F:30])[CH2:20][CH2:21][OH:22])=[O:7])([CH3:2])([CH3:3])[CH3:4]. The reactants are Cl.C(C)OC(CC(=O)OCC)=N (ethyl 3-ethoxy-3-iminopropanoate hydrochloride), C(C)(C)N(C(C)C)CC (N,N-diisopropylethylamine), N1CCOCC1 (morpholine), C(C)O (ethanol), C(C)O (ethanol). Reaction conditions: temperature 95 celsius. Product: N1(CCOCC1)C=1N=C(NC(C1)=O)CC(=O)OCC (ethyl [4-(morpholin-4-yl)-6-oxo-1,6-dihydropyrimidin-2-yl]acetate). Reaction SMILES: Cl.C(O[C:5](=[NH:12])[CH2:6][C:7]([O:9][CH2:10][CH3:11])=[O:8])C.C([N:16]([CH2:20][CH3:21])C(C)C)(C)C.[NH:22]1[CH2:27][CH2:26][O:25][CH2:24][CH2:23]1.[CH2:28]([OH:30])C>>[N:22]1([C:20]2[N:16]=[C:5]([CH2:6][C:7]([O:9][CH2:10][CH3:11])=[O:8])[NH:12][C:28](=[O:30])[CH:21]=2)[CH2:27][CH2:26][O:25][CH2:24][CH2:23]1 |f:0.1|. Reported procedure: 168.5 ml of ethyl 3-ethoxy-3-iminopropanoate hydrochloride, and then 155 ml of N,N-diisopropylethylamine in 200 ml of ethanol are added to a solution of 25 g of morpholine in 400 ml of ethanol heated to 95° C. The reaction mixture is heated at 95° C. for 30 hours and then allowed to return to ambient temperature. The precipitate formed is filtered off through sintered glass and then washed with 100 ml of ethanol, twice 500 ml of water and, finally, 500 ml of ethyl ether. The solid is dried under... The reactants are C(C)(C)(C)C1=C(C=C(OCC(=O)O)C=C1)Cl ((4-tert-Butyl-3-chlorophenoxy)acetic acid), [Cl-].ClC1[NH+](CCN1C)C (2-chloro-1,3-dimethylimidazolinium chloride), Cl.N[C@H](C)C1=CC(=C(C=C1)NS(=O)(=O)C)F (N{4-[(1R)-1-aminoethyl]-2-fluorophenyl}methanesulfonamide hydrochloride). The solvent is C(C)N(CC)CC (triethylamine). Product: C(C)(C)(C)C1=C(C=C(OCC(=O)N[C@H](C)C2=CC(=C(C=C2)NS(=O)(=O)C)F)C=C1)Cl (2-(4-tert-Butyl-3-chlorophenoxy)-N-((1R)-1-{3-fluoro-4-[(methylsulfonyl)amino]phenyl}ethyl}acetamide). Isolated yield 29.8%. RXN SMILES: [C:1]([C:5]1[CH:15]=[CH:14][C:8]([O:9][CH2:10][C:11]([OH:13])=O)=[CH:7][C:6]=1[Cl:16])([CH3:4])([CH3:3])[CH3:2].[Cl-].ClC1N(C)CC[NH+]1C.Cl.[NH2:27][C@@H:28]([C:30]1[CH:35]=[CH:34][C:33]([NH:36][S:37]([CH3:40])(=[O:39])=[O:38])=[C:32]([F:41])[CH:31]=1)[CH3:29]>C(N(CC)CC)C>[C:1]([C:5]1[CH:15]=[CH:14][C:8]([O:9][CH2:10][C:11]([NH:27][C@@H:28]([C:30]2[CH:35]=[CH:34][C:33]([NH:36][S:37]([CH3:40])(=[O:39])=[O:38])=[C:32]([F:41])[CH:31]=2)[CH3:29])=[O:13])=[CH:7][C:6]=1[Cl:16])([CH3:2])([CH3:3])[CH3:4] |f:1.2,3.4|. Procedure details: (4-tert-Butyl-3-chlorophenoxy)acetic acid (121 mg, 0.50 mmol), 2-chloro-1,3-dimethylimidazolinium chloride (CDI) (86 mg, 0.53 mmol), triethylamine (0.5 ml) and N{4-[(1R)-1-aminoethyl]-2-fluorophenyl}methanesulfonamide hydrochloride (134 mg, 0.50 mmol, WO 2005003084A1) were mixed in the same procedure described in Example 2(b) to give 68 mg (30% yield) of the title compound as a white solid.